Dataset: the Open Reaction Database (ORD), a public repository of structured organic reaction records. Task: describe an organic reaction: reactants, conditions, products, and yield The reactants are C(#N)C=1C(=NC=CC1)N=CN(C)C (N′-(3-cyano-pyridin-2-yl)-N,N-dimethyl-formamidine), C(C)(C)(C)OC(NC1=CC=C(C=C1)SC1=C(C=C(C=C1)C(NC1=CC(=CC=C1)Br)=O)N)=O ({4-[2-Amino-4-(3-bromo-phenylcarbamoyl)-phenylsulfanyl]-phenyl}-carbamic acid tert-butyl ester), C(#N)C=1C(=NC=CC1)N=CN(C)C (N′-(3-cyano-pyridin-2-yl)-N,N-dimethyl-formamidine), product, C(C)(C)(C)OC(NC1=CC=C(C=C1)SC1=C(C=C(C=C1)C(NC1=CC(=CC=C1)Br)=O)N)=O ({4-[2-Amino-4-(3-bromo-phenylcarbamoyl)-phenylsulfanyl]-phenyl}-carbamic acid tert-butyl ester). Product: C(C)(C)(C)OC(NC1=CC=C(C=C1)SC1=C(C=C(C=C1)C(NC1=CC(=CC=C1)Br)=O)NC=1C2=C(N=CN1)N=CC=C2)=O ({4-[4-(3-Bromo-phenylcarbamoyl)-2-(pyrido[2,3-d]pyrimidin-4-ylamino)-phenylsulfanyl]-phenyl}-carbamic acid tert-butyl ester). The yield is 24.0%. As a reaction SMILES: [C:1]([O:5][C:6](=[O:32])[NH:7][C:8]1[CH:13]=[CH:12][C:11]([S:14][C:15]2[CH:20]=[CH:19][C:18]([C:21](=[O:30])[NH:22][C:23]3[CH:28]=[CH:27][CH:26]=[C:25]([Br:29])[CH:24]=3)=[CH:17][C:16]=2[NH2:31])=[CH:10][CH:9]=1)([CH3:4])([CH3:3])[CH3:2].C([C:35]1[C:36]([N:41]=[CH:42][N:43]([CH3:45])C)=[N:37][CH:38]=[CH:39][CH:40]=1)#N>>[C:1]([O:5][C:6](=[O:32])[NH:7][C:8]1[CH:9]=[CH:10][C:11]([S:14][C:15]2[CH:20]=[CH:19][C:18]([C:21](=[O:30])[NH:22][C:23]3[CH:28]=[CH:27][CH:26]=[C:25]([Br:29])[CH:24]=3)=[CH:17][C:16]=2[NH:31][C:45]2[C:35]3[CH:40]=[CH:39][CH:38]=[N:37][C:36]=3[N:41]=[CH:42][N:43]=2)=[CH:12][CH:13]=1)([CH3:4])([CH3:2])[CH3:3]. Procedure: The product of Example 64A was reacted with the product of Example 29A using the procedure of Example 13D substituting the product of Example 64A for the product of Example 13C and substituting the product of Example 29A for the product of Example 8E to provide the crude title compound which was purified by column chromatography on silica gel using methanol/dichloromethane as eluent to provide the title compound (31 mg, 24%). 1H NMR (300 MHz, DMSO-D6) δ ppm: 1.48 (s, 9 H) 7.01 (d, J=8.46 Hz, 1 H... Reaction conditions: temperature 80 celsius, time 48 hour. Procedure: A mixture of 50.0 g (0.36 mol) of 2-isopropylphenol, 137 g (0.72 mol) of hexafluorobenzene, 50.4 g (0.90 mol) of KOH powder, and 1000 ml of DMSO was stirred for 48 h at 80° C. This mixture was cooled to room temperature and then poured in 3000 ml of water. The product was extracted with 4×500 ml of dichloromethane. The combined organic extract was dried over Na2SO4 and then evaporated on Rotavap. The residue was distilled in vacuum, 130-140° C./13 mm Hg. As a reaction SMILES: [CH:1]([C:4]1[CH:9]=[CH:8][CH:7]=[CH:6][C:5]=1[OH:10])([CH3:3])[CH3:2].[F:11][C:12]1[C:17](F)=[C:16]([F:19])[C:15]([F:20])=[C:14]([F:21])[C:13]=1[F:22].[OH-].[K+].CS(C)=O>O>[F:11][C:12]1[C:17]([O:10][C:5]2[CH:6]=[CH:7][CH:8]=[CH:9][C:4]=2[CH:1]([CH3:3])[CH3:2])=[C:16]([F:19])[C:15]([F:20])=[C:14]([F:21])[C:13]=1[F:22] |f:2.3|. Starting materials: C(C)(C)C1=C(C=CC=C1)O (2-isopropylphenol), FC1=C(C(=C(C(=C1F)F)F)F)F (hexafluorobenzene), [OH-].[K+] (KOH), CS(=O)C (DMSO). Product: FC1=C(C(=C(C(=C1OC1=C(C=CC=C1)C(C)C)F)F)F)F (1-(Pentafluorophenoxy)-2-isopropylbenzene). The solvent is O (water).